From a dataset of the Open Reaction Database (ORD), a public repository of structured organic reaction records. describe an organic reaction: reactants, conditions, products, and yield Starting materials: BrC=1C=CC=2C=C(C3=CC=CC=C3C2C1)C(=O)O (3-bromo-phenanthrene-9-carboxylic acid), B (borane). The solvent is C1CCOC1 (THF), C1CCOC1 (THF). Conditions: time 19 hour. Product: BrC=1C=CC=2C=C(C3=CC=CC=C3C2C1)CO (3-Bromo-9-(hydroxymethyl)-phenanthrene). Isolated yield 99.8%. As a reaction SMILES: [Br:1][C:2]1[CH:3]=[CH:4][C:5]2[CH:6]=[C:7]([C:16](O)=[O:17])[C:8]3[C:13]([C:14]=2[CH:15]=1)=[CH:12][CH:11]=[CH:10][CH:9]=3.B>C1COCC1>[Br:1][C:2]1[CH:3]=[CH:4][C:5]2[CH:6]=[C:7]([CH2:16][OH:17])[C:8]3[C:13]([C:14]=2[CH:15]=1)=[CH:12][CH:11]=[CH:10][CH:9]=3. Reported procedure: A solution of 3-bromo-phenanthrene-9-carboxylic acid (6.27 g, 20.8 mmol) in 100 ml of THF was cooled to 0° C. and a solution of borane in THF (1.0M, 25 ml, 25 mmol) was added dropwise. The cooling bath was removed, and the solution was stirred at room temperature for 19 hours and was then quenched by the cautious addition of methanol (25 ml). The solution was evaporated to dryness in vacuo and the residue was dissolved in methanol - CH2Cl2 (1:1) and again evaporated. After one repetition of this... As a reaction SMILES: [CH3:30][CH2:31][N:32]=[C:33]=[N:34][CH2:35][CH2:36][CH2:37][N:38]([CH3:39])[CH3:40].[CH:1]([N:2]([CH2:3][CH3:4])[CH:5]([CH3:6])[CH3:7])([CH3:8])[CH3:9].[ClH:41].[O:42]=[C:43]([CH2:44][NH:45][C:46](=[O:47])[c:48]1[cH:49][cH:50][c:51](-[c:54]2[cH:55][cH:56][cH:57][cH:58][cH:59]2)[cH:52][cH:53]1)[N:60]1[CH2:61][CH2:62][NH:63][CH2:64][CH2:65]1.[O:66]=[CH:67][N:68]([CH3:69])[CH3:70].[OH2:71].[OH:10][c:11]1[c:12]([C:13](=[O:14])[OH:15])[cH:16][cH:17][cH:18][cH:19]1.[OH:20][n:21]1[c:22]2[c:23]([cH:24][cH:25][cH:26][cH:27]2)[n:28][n:29]1>>[OH:10][c:11]1[c:12]([C:13](=[O:15])[N:63]2[CH2:62][CH2:61][N:60]([C:43](=[O:42])[CH2:44][NH:45][C:46](=[O:47])[c:48]3[cH:49][cH:50][c:51](-[c:54]4[cH:55][cH:56][cH:57][cH:58][cH:59]4)[cH:52][cH:53]3)[CH2:65][CH2:64]2)[cH:16][cH:17][cH:18][cH:19]1. Reactants: CCN=C=NCCCN(C)C, CCN(C(C)C)C(C)C, Cl, O=C(NCC(=O)N1CCNCC1)c1ccc(-c2ccccc2)cc1, CN(C)C=O, O, O=C(O)c1ccccc1O, On1nnc2ccccc21. Product: O=C(NCC(=O)N1CCN(C(=O)c2ccccc2O)CC1)c1ccc(-c2ccccc2)cc1.